Dataset: the Open Reaction Database (ORD), a public repository of structured organic reaction records. Task: describe an organic reaction: reactants, conditions, products, and yield Starting materials: FC=1C=C(C=CC1)[Mg]Br (3-fluorophenylmagnesium bromide), COCC(=O)OC (methyl 2-methoxyacetate). The solvent is C1CCOC1 (THF), C(=O)O (formic acid). Yields the product FC=1C=C(C=CC1)C(COC)(O)C1=CC(=CC=C1)F (1,1-bis(3-fluorophenyl)-2-methoxyethanol). As a reaction SMILES: [F:1][C:2]1[CH:3]=[C:4]([Mg]Br)[CH:5]=[CH:6][CH:7]=1.[CH3:10][O:11][CH2:12][C:13]([O:15]C)=O>C1COCC1.C(O)=O>[F:1][C:2]1[CH:3]=[C:4]([C:13]([C:6]2[CH:5]=[CH:4][CH:3]=[C:2]([F:1])[CH:7]=2)([OH:15])[CH2:12][O:11][CH3:10])[CH:5]=[CH:6][CH:7]=1. Procedure details: A solution of 1,1-bis(3-fluorophenyl)-2-methoxyethanol (156.7 g) (obtained by the reaction of 3-fluorophenylmagnesium bromide with methyl 2-methoxyacetate in THF) in formic acid (160 cc) is heated to reflux for 16 hours, cooled and poured into a mixture of saturated sodium carbonate solution (800 cc) and ethyl acetate (500 cc). The organic phase is washed with water (2×500 cc) and with saturated sodium chloride solution (500 cc), then dried and concentrated to dryness under reduced pressure (2.7... The reactants are 101, Cl (hydrochloric acid), C=O (formaldehyde), Cl.ClCCNC1CCCCC1 (N-(2-chloroethyl)cyclohexylamine hydrochloride), P(O)(O)O (phosphorous acid). The solvent is O (water). Yields the product C1(CCCCC1)N(CCCl)CP(O)(O)=O (N-(Cyclohexyl)-N-(2-chloroethyl)-aminomethylphosphonic Acid). As a reaction SMILES: Cl.[Cl:2][CH2:3][CH2:4][NH:5][CH:6]1[CH2:11][CH2:10][CH2:9][CH2:8][CH2:7]1.[P:12]([OH:15])([OH:14])[OH:13].Cl.[CH2:17]=O>O>[CH:6]1([N:5]([CH2:17][P:12](=[O:15])([OH:14])[OH:13])[CH2:4][CH2:3][Cl:2])[CH2:11][CH2:10][CH2:9][CH2:8][CH2:7]1 |f:0.1|. Reported procedure: A total of 101 parts of N-(2-chloroethyl)cyclohexylamine hydrochloride, 41.5 parts phosphorous acid in 101 parts water, 75 parts of 37% aqueous hydrochloric acid, and 104 parts of 37% aqueous formaldehyde were used to prepare Reagent E-2. The reactants are ClC1=C(C=C(C(=C1)NC(C)=O)NC(C)=O)N1C=CC=C1 (N-(2-chloro-4,5-diacetamidophenyl)pyrrole), [OH-].[K+] (potassium hydroxide), O (water). Run in C(CO)O (ethylene glycol). The product is ClC1=C(C=C(C(=C1)N)N)N1C=CC=C1 (N-(2-chloro-4,5-diaminophenyl)pyrrole). RXN SMILES: [Cl:1][C:2]1[CH:7]=[C:6]([NH:8]C(=O)C)[C:5]([NH:12]C(=O)C)=[CH:4][C:3]=1[N:16]1[CH:20]=[CH:19][CH:18]=[CH:17]1.[OH-].[K+].O>C(O)CO>[Cl:1][C:2]1[CH:7]=[C:6]([NH2:8])[C:5]([NH2:12])=[CH:4][C:3]=1[N:16]1[CH:20]=[CH:19][CH:18]=[CH:17]1 |f:1.2|. Reported procedure: A solution 1.4 g (4.8 mmol) of N-(2-chloro-4,5-diacetamidophenyl)pyrrole and 0.4 g (9.8 mmol) of potassium hydroxide in 25 ml of ethylene glycol was stirred at 60° C. for 30 minutes. The reaction mixture was then poured into water, extracted with ethyl acetate and worked up. Reactants: [Cl-].[Al+3].[Cl-].[Cl-] (aluminum chloride), CC1(OC2=C(C(C1)C1=NC=CC=C1)C=CC=C2)C (3,4-dihydro-2,2-dimethyl-4-(2-pyridyl)-2H-1-benzopyran), [N+](=O)([O-])C1=CC=C(C(=O)Cl)C=C1 (4-nitrobenzoyl chloride), [Cl-].[Al+3].[Cl-].[Cl-] (aluminum chloride). The solvent is [N+](=O)([O-])C (nitromethane). Run at temperature 0 celsius, time 5 minute. Yields the product CC1(OC2=C(C(C1)C1=NC=CC=C1)C=C(C=C2)C(C2=CC=C(C=C2)[N+](=O)[O-])=O)C (3,4-dihydro-2,2-dimethyl-6-(4-nitrobenzoyl)-4-(2 -pyridyl)-2H-1benzopyran). The yield is 46.2%. RXN SMILES: [CH3:1][C:2]1([CH3:18])[CH2:7][CH:6]([C:8]2[CH:13]=[CH:12][CH:11]=[CH:10][N:9]=2)[C:5]2[CH:14]=[CH:15][CH:16]=[CH:17][C:4]=2[O:3]1.[Cl-].[Al+3].[Cl-].[Cl-].[N+:23]([C:26]1[CH:34]=[CH:33][C:29]([C:30](Cl)=[O:31])=[CH:28][CH:27]=1)([O-:25])=[O:24]>[N+](C)([O-])=O>[CH3:1][C:2]1([CH3:18])[CH2:7][CH:6]([C:8]2[CH:13]=[CH:12][CH:11]=[CH:10][N:9]=2)[C:5]2[CH:14]=[C:15]([C:30](=[O:31])[C:29]3[CH:28]=[CH:27][C:26]([N+:23]([O-:25])=[O:24])=[CH:34][CH:33]=3)[CH:16]=[CH:17][C:4]=2[O:3]1 |f:1.2.3.4|. Procedure details: 200 mg of 3,4-dihydro-2,2-dimethyl-4-(2-pyridyl)-2H-1-benzopyran were dissolved in 10 ml of nitromethane and the solution was cooled to 0° C. under a nitrogen atmosphere. 240 mg of finely powdered aluminum chloride were added and, after stirring at 0° C. for 5 minutes, 388 mg of 4-nitrobenzoyl chloride were added. After 16 hours at room temperature 120 mg of aluminum chloride were added and the mixture was stirred at 100° C. for 45 minutes. After dilution with diethyl ether and washing with sodi... Reaction SMILES: [C:22](=[O:23])([O-:24])[O-:25].[CH3:42][N:43]([CH3:44])[CH:45]=[O:46].[Cl:1][c:2]1[cH:3][c:4]([C:5]#[N:6])[cH:7][c:8]([O:10][c:11]2[c:12](=[O:21])[nH:13][cH:14][cH:15][c:16]2[C:17]([F:18])([F:19])[F:20])[cH:9]1.[Cl:28][CH2:29][C:30](=[O:31])[N:32]([CH3:33])[CH2:34][c:35]1[c:36]([Cl:41])[cH:37][cH:38][cH:39][cH:40]1.[K+:26].[K+:27]>>[Cl:1][c:2]1[cH:3][c:4]([C:5]#[N:6])[cH:7][c:8]([O:10][c:11]2[c:12](=[O:21])[n:13]([CH2:29][C:30](=[O:31])[N:32]([CH3:33])[CH2:34][c:35]3[c:36]([Cl:41])[cH:37][cH:38][cH:39][cH:40]3)[cH:14][cH:15][c:16]2[C:17]([F:18])([F:19])[F:20])[cH:9]1. Yields the product CN(Cc1ccccc1Cl)C(=O)Cn1ccc(C(F)(F)F)c(Oc2cc(Cl)cc(C#N)c2)c1=O. Starting materials: O=C([O-])[O-], CN(C)C=O, N#Cc1cc(Cl)cc(Oc2c(C(F)(F)F)cc[nH]c2=O)c1, CN(Cc1ccccc1Cl)C(=O)CCl, [K+], [K+]. Reactants: C(C(C)(C)C)(=O)NCCC(=O)OC1CCCN2C1=NC(=C(C2=O)CCN2CCC(CC2)C2=NOC1=C2C=CC(=C1)F)C (3-(2-(4-(6-fluorobenzo[d]isoxazol-3-yl)piperidin-1-yl)ethyl)-2-methyl-4-oxo-6,7,8,9-tetrahydro-4H-pyrido[1,2-a]pyrimidin-9-yl 3-pivalamidopropanoate), N-maleoyl-3-aminopropionic acid, C(C)(C)N(CC)C(C)C (diisopropylethylamine), C(#N)P(OCC)(OCC)=O (diethyl cyanophosphonate), FC(C(=O)O)(F)F (trifluoroacetic acid). Run in O (water), ClCCl (dichloromethane), ClCCl (dichloromethane). Conditions: time 1 hour. Product: O=C1N(C(C=C1)=O)CCC(=O)NCCC(=O)OC1CCCN2C1=NC(=C(C2=O)CCN2CCC(CC2)C2=NOC1=C2C=CC(=C1)F)C (3-(2-(4-(6-fluorobenzo[d]isoxazol-3-yl)piperidin-1-yl)ethyl)-2-methyl-4-oxo-6,7,8,9-tetrahydro-4H-pyrido[1,2-a]pyrimidin-9-yl 3-(3-(2,5-dioxo-2,5-dihydro-1H-pyrrol-1-yl)propanamido)propanoate). RXN SMILES: [C:1]([NH:7][CH2:8][CH2:9][C:10]([O:12][CH:13]1[C:18]2=[N:19][C:20]([CH3:42])=[C:21]([CH2:24][CH2:25][N:26]3[CH2:31][CH2:30][CH:29]([C:32]4[C:36]5[CH:37]=[CH:38][C:39]([F:41])=[CH:40][C:35]=5[O:34][N:33]=4)[CH2:28][CH2:27]3)[C:22](=[O:23])[N:17]2[CH2:16][CH2:15][CH2:14]1)=[O:11])(=[O:6])[C:2](C)([CH3:4])C.F[C:44](F)(F)[C:45]([OH:47])=O.[CH:50]([N:53](C(C)C)CC)(C)[CH3:51].C(P(=O)(OCC)[O:62]CC)#N>ClCCl.O>[O:47]=[C:45]1[CH:44]=[CH:51][C:50](=[O:62])[N:53]1[CH2:4][CH2:2][C:1]([NH:7][CH2:8][CH2:9][C:10]([O:12][CH:13]1[C:18]2=[N:19][C:20]([CH3:42])=[C:21]([CH2:24][CH2:25][N:26]3[CH2:27][CH2:28][CH:29]([C:32]4[C:36]5[CH:37]=[CH:38][C:39]([F:41])=[CH:40][C:35]=5[O:34][N:33]=4)[CH2:30][CH2:31]3)[C:22](=[O:23])[N:17]2[CH2:16][CH2:15][CH2:14]1)=[O:11])=[O:6]. Reported procedure: A solution of 3-(2-(4-(6-fluorobenzo[d]isoxazol-3-yl)piperidin-1-yl)ethyl)-2-methyl-4-oxo-6,7,8,9-tetrahydro-4H-pyrido[1,2-a]pyrimidin-9-yl 3-pivalamidopropanoate, prepared as described in Step A, (901.5 mg, 1.15 mmol) in dichloromethane (20 mL) and trifluoroacetic acid (5.7 mL) was stirred for 1 h at room temperature. To this mixture was carefully added a solution of N-maleoyl-3-aminopropionic acid (233.8 mg, 1.38 mmol), diisopropylethylamine (13.94 mL), diethyl cyanophosphonate (306.57 μL, 1.8... Reactants: C([O-])([O-])=O.[K+].[K+] (potassium carbonate), C(C)(C)(C)C1=NC(=CC(=N1)N1CCN(CC1)CCCCl)C1CCC1 (2-tert-butyl-4-[4-(3-chloro-propyl)-piperazin-1-yl]-6-cyclobutyl-pyrimidine), OC1=NC=NC=C1 (4-hydroxy-pyrimidine). Solvent: CN(C=O)C (dimethylformamide). Run at temperature 90 celsius, time 3 hour. Yields the product C(C)(C)(C)C1=NC(=CC(=N1)C1CCC1)N1CCN(CC1)CCCOC1=NC=NC=C1 (2-tert-Butyl-4-cyclobutyl-6-{4-[3-(pyrimidin-4-yloxy)-propyl]-piperazin-1-yl}-pyrimidine). As a reaction SMILES: [OH:1][C:2]1[CH:7]=[CH:6][N:5]=[CH:4][N:3]=1.C(=O)([O-])[O-].[K+].[K+].[C:14]([C:18]1[N:23]=[C:22]([N:24]2[CH2:29][CH2:28][N:27]([CH2:30][CH2:31][CH2:32]Cl)[CH2:26][CH2:25]2)[CH:21]=[C:20]([CH:34]2[CH2:37][CH2:36][CH2:35]2)[N:19]=1)([CH3:17])([CH3:16])[CH3:15]>CN(C)C=O>[C:14]([C:18]1[N:19]=[C:20]([CH:34]2[CH2:35][CH2:36][CH2:37]2)[CH:21]=[C:22]([N:24]2[CH2:29][CH2:28][N:27]([CH2:30][CH2:31][CH2:32][O:1][C:2]3[CH:7]=[CH:6][N:5]=[CH:4][N:3]=3)[CH2:26][CH2:25]2)[N:23]=1)([CH3:17])([CH3:15])[CH3:16] |f:1.2.3|. Procedure details: 0.2 g of 4-hydroxy-pyrimidine (2.08 mmol) were dissolved in 15 ml of dimethylformamide. After addition of 0.58 g of potassium carbonate (4.16 mmol) and 0.73 g of 2-tert-butyl-4-[4-(3-chloro-propyl)-piperazin-1-yl]-6-cyclobutyl-pyrimidine (2.08 mmol), the mixture was stirred at 90° C. for 3 h. The dimethylformamide was removed under reduced pressure and the resulting residue was partitioned between 40 ml of ethyl acetate and 20 ml of water. The aqueous phase was re-extracted with ethyl acetate, t...